The task is: describe an organic reaction: reactants, conditions, products, and yield. This data is from the Open Reaction Database (ORD), a public repository of structured organic reaction records. Reactants: CC(=O)O, [Li]CCCC, C1CCOC1, COB(OC)OC, O, OO, CC(C)(C)C(=O)Nc1cccnc1. Yields the product CC(C)(C)C(=O)Nc1cnccc1O. As a reaction SMILES: [C:26]([OH:27])(=[O:28])[CH3:29].[CH2:14]([Li:15])[CH2:16][CH2:17][CH3:18].[CH2:32]1[O:33][CH2:34][CH2:35][CH2:36]1.[CH3:19][O:20][B:21]([O:22][CH3:23])[O:24][CH3:25].[OH2:37].[OH:30][OH:31].[n:1]1[cH:2][c:3]([NH:7][C:8]([C:9]([CH3:10])([CH3:11])[CH3:12])=[O:13])[cH:4][cH:5][cH:6]1>>[n:1]1[cH:2][c:3]([NH:7][C:8]([C:9]([CH3:10])([CH3:11])[CH3:12])=[O:13])[c:4]([OH:20])[cH:5][cH:6]1. The reactants are IC (iodomethane), CS(=O)(=O)NC=1OC=C(N1)C(=O)OCC (ethyl 2-[(methylsulfonyl)amino]-1,3-oxazole-4-carboxylate), C([O-])([O-])=O.[K+].[K+] (potassium carbonate), IC (iodomethane). The solvent is C(C)#N (acetonitrile). Reaction conditions: time 3 hour. Product: CN(C=1OC=C(N1)C(=O)OCC)S(=O)(=O)C (ethyl 2-[methyl(methylsulfonyl)amino]-1,3-oxazole-4-carboxylate). RXN SMILES: [CH3:1][S:2]([NH:5][C:6]1[O:7][CH:8]=[C:9]([C:11]([O:13][CH2:14][CH3:15])=[O:12])[N:10]=1)(=[O:4])=[O:3].[C:16](=O)([O-])[O-].[K+].[K+].IC>C(#N)C>[CH3:16][N:5]([S:2]([CH3:1])(=[O:3])=[O:4])[C:6]1[O:7][CH:8]=[C:9]([C:11]([O:13][CH2:14][CH3:15])=[O:12])[N:10]=1 |f:1.2.3|. Reported procedure: To a 25 ml round bottom flask under N2 was added (101.8mg, 0.4346 mmoles) ethyl 2-[(methylsulfonyl)amino]-1,3-oxazole-4-carboxylate, (180.2 mg, 1.3038 mmoles, 3.0 eq.) potassium carbonate, and (5 ml) acetonitrile. The mixture was then agitated at ambient temperature while (33.8 μl, 0.5429 mmoles, 1.25 eq.) iodomethane was added. The reaction was allowed to run at ambient temperature for 3 hours. An electrospray mass spec indicated mostly starting material. The N2 line was removed and an addition... Starting materials: CCCCC(OC(=O)C1=Cc2ccc(OCc3ccccc3)cc2CC1)C(F)(F)F, CO, ClC(Cl)Cl, C[Si](C)(C)I. Product: CCCCC(OC(=O)C1=Cc2ccc(O)cc2CC1)C(F)(F)F. Reaction SMILES: [CH2:5]([c:6]1[cH:7][cH:8][cH:9][cH:10][cH:11]1)[O:12][c:13]1[cH:14][c:15]2[c:20]([cH:21][cH:22]1)[CH:19]=[C:18]([C:23](=[O:24])[O:25][CH:26]([CH2:27][CH2:28][CH2:29][CH3:30])[C:31]([F:32])([F:33])[F:34])[CH2:17][CH2:16]2.[CH3:40][OH:41].[CH:1]([Cl:2])([Cl:3])[Cl:4].[I:35][Si:36]([CH3:37])([CH3:38])[CH3:39]>>[OH:12][c:13]1[cH:14][c:15]2[c:20]([cH:21][cH:22]1)[CH:19]=[C:18]([C:23](=[O:24])[O:25][CH:26]([CH2:27][CH2:28][CH2:29][CH3:30])[C:31]([F:32])([F:33])[F:34])[CH2:17][CH2:16]2. Reactants: FC=1C(=NC=2NC(CCC2C1)=O)OCCCC=O (4-(3-fluoro-7-oxo-5,6,7,8-tetrahydro-[1,8]naphthyridin-2-yloxy)-butyraldehyde), Cl.C1(=CC=CC2=CC=CC=C12)N1CCNCC1 (1-naphthalen-1-yl-piperazine hydrochloride). Yields the product FC=1C=C2CCC(NC2=NC1OCCCCN1CCN(CC1)C1=CC=CC2=CC=CC=C12)=O (6-Fluoro-7-[4-(4-naphthalen-1-yl-piperazin-1-yl)-butoxy]-3,4-dihydro-1H-[1,8]naphthyridin-2-one). Reaction SMILES: [F:1][C:2]1[C:3]([O:13][CH2:14][CH2:15][CH2:16][CH:17]=O)=[N:4][C:5]2[NH:6][C:7](=[O:12])[CH2:8][CH2:9][C:10]=2[CH:11]=1.Cl.[C:20]1([N:30]2[CH2:35][CH2:34][NH:33][CH2:32][CH2:31]2)[C:29]2[C:24](=[CH:25][CH:26]=[CH:27][CH:28]=2)[CH:23]=[CH:22][CH:21]=1>>[F:1][C:2]1[CH:11]=[C:10]2[C:5](=[N:4][C:3]=1[O:13][CH2:14][CH2:15][CH2:16][CH2:17][N:33]1[CH2:32][CH2:31][N:30]([C:20]3[C:29]4[C:24](=[CH:25][CH:26]=[CH:27][CH:28]=4)[CH:23]=[CH:22][CH:21]=3)[CH2:35][CH2:34]1)[NH:6][C:7](=[O:12])[CH2:8][CH2:9]2 |f:1.2|. Reported procedure: The title compound was prepared by reductive amination of 4-(3-fluoro-7-oxo-5,6,7,8-tetrahydro-[1,8]naphthyridin-2-yloxy)-butyraldehyde with 1-naphthalen-1-yl-piperazine hydrochloride according to the above procedure. MS: APCI: M+1: 449.1 (Exact Mass: 448.23). Reactants: C#CCC1CCN(C(=O)Oc2ccc(F)c(F)c2)CC1, Nc1nc(I)nc2c1ncn2C1OC(CO)C(O)C1O. The product is Nc1nc(C#CCC2CCN(C(=O)Oc3ccc(F)c(F)c3)CC2)nc2c1ncn2C1OC(CO)C(O)C1O. RXN SMILES: [CH2:1]([C:2]#[CH:3])[CH:4]1[CH2:5][CH2:6][N:7]([C:10](=[O:11])[O:12][c:13]2[cH:14][c:15]([F:20])[c:16]([F:19])[cH:17][cH:18]2)[CH2:8][CH2:9]1.[I:21][c:22]1[n:23][c:24]([NH2:40])[c:25]2[n:26][cH:27][n:28]([CH:29]3[CH:30]([OH:31])[CH:32]([OH:33])[CH:34]([CH2:35][OH:36])[O:37]3)[c:38]2[n:39]1>>[CH2:1]([C:2]#[C:3][c:22]1[n:23][c:24]([NH2:40])[c:25]2[n:26][cH:27][n:28]([CH:29]3[CH:30]([OH:31])[CH:32]([OH:33])[CH:34]([CH2:35][OH:36])[O:37]3)[c:38]2[n:39]1)[CH:4]1[CH2:5][CH2:6][N:7]([C:10](=[O:11])[O:12][c:13]2[cH:14][c:15]([F:20])[c:16]([F:19])[cH:17][cH:18]2)[CH2:8][CH2:9]1. Reactants: Cl (HCl), C=O (Formaldehyde), [OH-].[Na+] (NaOH), S1C(=CC=C1)CCN (2-(thiophen-2-yl)ethanamine). Run in CN(C)C=O (DMF), CN(C)C=O (DMF), O (water), C(C)(=O)OCC (ethyl acetate). Reaction conditions: temperature 90 celsius, time 1 hour. Product: S1C=CC=2CNCCC21 (4,5,6,7-Tetrahydrothieno[3,2-c]pyridine). RXN SMILES: [CH2:1]=O.[S:3]1[CH:7]=[CH:6][CH:5]=[C:4]1[CH2:8][CH2:9][NH2:10].Cl.[OH-].[Na+]>O.C(OCC)(=O)C.CN(C=O)C>[S:3]1[C:4]2[CH2:8][CH2:9][NH:10][CH2:1][C:5]=2[CH:6]=[CH:7]1 |f:3.4|. Procedure: Formaldehyde (37% in H2O, 3.82 g, 47 mmol) was added dropwise to a flask equipped with a magnetic stirring bar containing neat 2-(thiophen-2-yl)ethanamine (5 g, 39.3 mmol). The mixture was heated to 90° C. for 2 h and then allowed to cool down to room temperature. The reaction was then diluted with water and ethyl acetate. The organic layer was collected and dried with sodium sulfate, reduced in vacuo to give a thick oil. The thick oil was dissolved in anhydrous DMF (25 mL) and added dropwise to... Starting materials: CC1(C(=O)O)CC1, Nc1ccc(OCC(F)(F)F)c(Cl)c1, O, c1ccncc1. Product: CC1(C(=O)Nc2ccc(OCC(F)(F)F)c(Cl)c2)CC1. As a reaction SMILES: [CH3:1][C:2]1([C:5](=[O:6])[OH:7])[CH2:3][CH2:4]1.[Cl:8][c:9]1[cH:10][c:11]([NH2:12])[cH:13][cH:14][c:15]1[O:16][CH2:17][C:18]([F:19])([F:20])[F:21].[OH2:22].[cH:23]1[cH:24][cH:25][n:26][cH:27][cH:28]1>>[CH3:1][C:2]1([C:5](=[O:7])[NH:12][c:11]2[cH:10][c:9]([Cl:8])[c:15]([O:16][CH2:17][C:18]([F:19])([F:20])[F:21])[cH:14][cH:13]2)[CH2:3][CH2:4]1. Reactants: C1(CCCC1)=CC(C)=O.C1(=CCCC1)CC(C)=O (1-cyclopentylidenepropan-2-one 1-cyclopentenylpropan-2-one), C(C)(=O)CC(C)=O (acetylacetone). The reagents and catalysts are [Cl-].[Zn+2].[Cl-] (zinc chloride). Solvent: C1=CC=CC=C1 (benzene), CCCCCCC (heptane). Product: C(C)(=O)C1C(=CC(CC12CCCC2)=O)C (10-acetyl-9-methylspiro[4.5]dec-8-en-7-one). The yield is 2.1%. RXN SMILES: [C:1]1(=[CH:6][C:7](=[O:9])[CH3:8])[CH2:5][CH2:4][CH2:3][CH2:2]1.[C:10]1([CH2:15][C:16](=[O:18])[CH3:17])CCC[CH:11]=1.C(CC(=O)C)(=O)C>C1C=CC=CC=1.CCCCCCC.[Cl-].[Zn+2].[Cl-]>[C:7]([CH:6]1[C:1]2([CH2:5][CH2:4][CH2:3][CH2:2]2)[CH2:17][C:16](=[O:18])[CH:15]=[C:10]1[CH3:11])(=[O:9])[CH3:8] |f:0.1,5.6.7|. Reported procedure: In a Dean-Stark apparatus, a mixture of 1-cyclopentylidenepropan-2-one/1-cyclopentenylpropan-2-one (25:75, 600 g, 4.83 mol), acetylacetone (493 g, 4.83 mol), and zinc chloride (164.6 g, 1.21 mol) in benzene (500 ml) and heptane (500 ml) was heated at reflux for 2.5 d (44 ml water collected). The reaction mixture was poured into ice/water (1.5 l) and extracted with cyclohexane (0.6 l). The organic phase was washed with water (1 l), with a saturated aqueous solution of NaHCO3 (0.5 l), twice with a...